Dataset: the Open Reaction Database (ORD), a public repository of structured organic reaction records. Task: describe an organic reaction: reactants, conditions, products, and yield Starting materials: BrCCC=C1c2ccccc2CCc2ccccc21, O=C([O-])[O-], CCOC(=O)C1CCCCN1, CCC(C)=O, CCOC(C)=O, Cl, [I-], [K+], [K+], [K+]. Yields the product CCOC(=O)C1CCCCN1CCC=C1c2ccccc2CCc2ccccc21. RXN SMILES: [Br:1][CH2:2][CH2:3][CH:4]=[C:5]1[c:6]2[c:7]([cH:16][cH:17][cH:18][cH:19]2)[CH2:8][CH2:9][c:10]2[c:11]1[cH:12][cH:13][cH:14][cH:15]2.[C:20](=[O:21])([O-:22])[O-:23].[CH2:29]([CH3:30])[O:31][C:32](=[O:33])[CH:34]1[NH:35][CH2:36][CH2:37][CH2:38][CH2:39]1.[CH2:40]([C:41]([CH3:42])=[O:43])[CH3:44].[CH3:45][CH2:46][O:47][C:48](=[O:49])[CH3:50].[ClH:28].[I-:27].[K+:24].[K+:25].[K+:26]>>[CH2:2]([CH2:3][CH:4]=[C:5]1[c:6]2[c:7]([cH:16][cH:17][cH:18][cH:19]2)[CH2:8][CH2:9][c:10]2[c:11]1[cH:12][cH:13][cH:14][cH:15]2)[N:35]1[CH:34]([C:32]([O:31][CH2:29][CH3:30])=[O:33])[CH2:39][CH2:38][CH2:37][CH2:36]1. The reactants are C(C)N1C=C(C(C2=CC(=C(C=C12)F)F)=O)C(=O)O (1-ethyl-6,7-difluoro-1,4-dihydro-4-oxo-3-quinolinecarboxylic acid), Cl.Cl.C12NCC(NC1)CC2 (2,5-diazabicyclo(2.2.2)octane dihydrochloride), N12CCCCCC2=NCCC1 (1,8-diazabicyclo[5.4.0]undec-7-ene). The solvent is C(C)#N (acetonitrile). Product: C12N(CC(NC1)CC2)C2=C(C=C1C(C(=CN(C1=C2)CC)C(=O)O)=O)F (7-(2,5-Diazabicyclo[2.2.2]oct-2-yl)-1-ethyl-6-fluoro-1,4-dihydro-4-oxo-3-quinolinecarboxylic acid). Isolated yield 43.4%. RXN SMILES: [CH2:1]([N:3]1[C:12]2[C:7](=[CH:8][C:9]([F:14])=[C:10](F)[CH:11]=2)[C:6](=[O:15])[C:5]([C:16]([OH:18])=[O:17])=[CH:4]1)[CH3:2].Cl.Cl.[CH:21]12[CH2:28][CH2:27][CH:24]([NH:25][CH2:26]1)[CH2:23][NH:22]2.N12CCCN=C1CCCCC2>C(#N)C>[CH:21]12[CH2:28][CH2:27][CH:24]([NH:25][CH2:26]1)[CH2:23][N:22]2[C:10]1[CH:11]=[C:12]2[C:7]([C:6](=[O:15])[C:5]([C:16]([OH:18])=[O:17])=[CH:4][N:3]2[CH2:1][CH3:2])=[CH:8][C:9]=1[F:14] |f:1.2.3|. Procedure: A solution of 0.52 g (2.0 mmole) of 1-ethyl-6,7-difluoro-1,4-dihydro-4-oxo-3-quinolinecarboxylic acid, 0.37 g (2.0 mmole) of 2,5-diazabicyclo(2.2.2)octane dihydrochloride [P. A. Sturm et al., J. Med. Chem., 17, 481 (1974)], 0.90 ml (6.0 mmole) of 1,8-diazabicyclo[5.4.0]undec-7-ene and 25 ml of acetonitrile was heated under reflux for 21 hours. The reaction mixture was filtered and the filtrate was evaporated to dryness. The residue was recrystallized from ethanol to give 0.30 g of the title comp... Starting materials: O=C(CBr)c1ccc([N+](=O)[O-])cc1, Cc1sc(C([O-])=S)cc1-c1nc(-c2ccc([N+](=O)[O-])cc2)cs1, COC(=S)c1cc(C(N)=S)c(C)s1. Product: COC(=S)c1cc(-c2nc(-c3ccc([N+](=O)[O-])cc3)cs2)c(C)s1. RXN SMILES: [Br:37][CH2:38][C:39]([c:40]1[cH:41][cH:42][c:43]([N+:44]([O-:45])=[O:46])[cH:47][cH:48]1)=[O:49].[N+:1](=[O:2])([O-:3])[c:4]1[cH:5][cH:6][c:7](-[c:10]2[n:11][c:12](-[c:15]3[cH:16][c:17]([C:21](=[S:22])[O-:23])[s:18][c:19]3[CH3:20])[s:13][cH:14]2)[cH:8][cH:9]1.[NH2:24][C:25](=[S:26])[c:27]1[cH:28][c:29]([C:30]([O:31][CH3:32])=[S:33])[s:34][c:35]1[CH3:36]>>[N+:1](=[O:2])([O-:3])[c:4]1[cH:5][cH:6][c:7](-[c:10]2[n:11][c:12](-[c:15]3[cH:16][c:17]([C:21](=[S:22])[O:23][CH3:25])[s:18][c:19]3[CH3:20])[s:13][cH:14]2)[cH:8][cH:9]1. Reactants: CC(=O)[O-], CO, Cl, CC(O)C(=O)c1ccc(F)c(F)c1, NO, [Na+]. The product is CC(O)C(=NO)c1ccc(F)c(F)c1. As a reaction SMILES: [CH3:18][C:19](=[O:20])[O-:21].[CH3:22][OH:23].[ClH:14].[F:1][c:2]1[cH:3][c:4]([C:9]([CH:10]([CH3:11])[OH:12])=[O:13])[cH:5][cH:6][c:7]1[F:8].[NH2:15][OH:16].[Na+:17]>>[F:1][c:2]1[cH:3][c:4]([C:9]([CH:10]([CH3:11])[OH:12])=[N:15][OH:16])[cH:5][cH:6][c:7]1[F:8]. Starting materials: CCc1cc(Br)ccc1CN1C(=O)c2ccccc2C1=O, CCO, ClC(Cl)Cl, NN. Yields the product CCc1cc(Br)ccc1CN. Reaction SMILES: [Br:1][c:2]1[cH:3][c:4]([CH2:20][CH3:21])[c:5]([CH2:6][N:7]2[C:8](=[O:9])[c:10]3[c:11]([cH:12][cH:13][cH:14][cH:15]3)[C:16]2=[O:17])[cH:18][cH:19]1.[CH2:24]([OH:25])[CH3:26].[CH:27]([Cl:28])([Cl:29])[Cl:30].[NH2:22][NH2:23]>>[Br:1][c:2]1[cH:3][c:4]([CH2:20][CH3:21])[c:5]([CH2:6][NH2:7])[cH:18][cH:19]1. Product: Cl.FC1=C(NC2=NC=NC3=CC(=C(C=C23)OC)OCC2=CC=NC=C2)C=C(C(=C1)C)O (4-(2-fluoro-5-hydroxy-4-methylanilino)-6-methoxy-7-(4-pyridylmethoxy)quinazoline hydrochloride). As a reaction SMILES: [Cl:1][C:2]1[C:11]2[C:6](=[CH:7][C:8]([O:14][CH2:15][C:16]3[CH:21]=[CH:20][N:19]=[CH:18][CH:17]=3)=[C:9]([O:12][CH3:13])[CH:10]=2)[N:5]=[CH:4][N:3]=1.[F:22][C:23]1[CH:29]=[C:28]([CH3:30])[C:27]([OH:31])=[CH:26][C:24]=1[NH2:25].Cl>C(O)(C)C>[ClH:1].[F:22][C:23]1[CH:29]=[C:28]([CH3:30])[C:27]([OH:31])=[CH:26][C:24]=1[NH:25][C:2]1[C:11]2[C:6](=[CH:7][C:8]([O:14][CH2:15][C:16]3[CH:21]=[CH:20][N:19]=[CH:18][CH:17]=3)=[C:9]([O:12][CH3:13])[CH:10]=2)[N:5]=[CH:4][N:3]=1 |f:4.5|. Isolated yield 51.9%. Procedure: A stirred solution of 4-chloro-6-methoxy-7-(4-pyridylmethoxy)quinazoline (35 mg, 0.1 mmol) and 2-fluoro-5-hydroxy-4-methylaniline (15 mg, 0.1 mmol) in a mixture of ethereal hydrogen chloride (2 ml) and isopropanol (5 ml) was heated at reflux for 4 hours. The precipitated product was collected by filtration, washed with acetone and dried under vacuum to give 4-(2-fluoro-5-hydroxy-4-methylanilino)-6-methoxy-7-(4-pyridylmethoxy)quinazoline hydrochloride (23 mg, 47%). The reactants are ClC1=NC=NC2=CC(=C(C=C12)OC)OCC1=CC=NC=C1 (4-chloro-6-methoxy-7-(4-pyridylmethoxy)quinazoline), FC1=C(N)C=C(C(=C1)C)O (2-fluoro-5-hydroxy-4-methylaniline), Cl (hydrogen chloride). Solvent: C(C)(C)O (isopropanol).